From a dataset of the Open Reaction Database (ORD), a public repository of structured organic reaction records. describe an organic reaction: reactants, conditions, products, and yield Reactants: NC1=NC=C(C=C1)C (2-amino-5-methylpyridine), C1(CCCCC1)C[C@@H](C(=O)O)N1C(N[C@H](C1=O)CC1CCCCC1)=O ((S,S)-3-cyclohexyl-2-[4-(cyclohexyl)methyl-2,5-dioxoimidazolidin-1-yl]propanoic acid). Product: C1(CCCCC1)C[C@@H](C(=O)NC1=NC=C(C=C1)C)N1C(N[C@H](C1=O)CC1CCCCC1)=O ((S,S)-3-cyclohexyl-2-[4-(cyclohexyl)methyl-2,5-dioxoimidazolidin-1-yl]-N-(5-methylpyridin-2-yl)propanamide). As a reaction SMILES: [NH2:1][C:2]1[CH:7]=[CH:6][C:5]([CH3:8])=[CH:4][N:3]=1.[CH:9]1([CH2:15][C@H:16]([N:20]2[C:24](=[O:25])[C@H:23]([CH2:26][CH:27]3[CH2:32][CH2:31][CH2:30][CH2:29][CH2:28]3)[NH:22][C:21]2=[O:33])[C:17](O)=[O:18])[CH2:14][CH2:13][CH2:12][CH2:11][CH2:10]1>>[CH:9]1([CH2:15][C@H:16]([N:20]2[C:24](=[O:25])[C@H:23]([CH2:26][CH:27]3[CH2:28][CH2:29][CH2:30][CH2:31][CH2:32]3)[NH:22][C:21]2=[O:33])[C:17]([NH:1][C:2]2[CH:7]=[CH:6][C:5]([CH3:8])=[CH:4][N:3]=2)=[O:18])[CH2:10][CH2:11][CH2:12][CH2:13][CH2:14]1. Procedure: By using the conditions described in Step (iv) of Example 17, 2-amino-5-methylpyridine was condensed with (S,S)-3-cyclohexyl-2-[4-(cyclohexyl)methyl-2,5-dioxoimidazolidinyl]propanoic acid [Example 17, Step (iii)] to give the title compound as a colorless foam: EI-HRMS m/e calcd. for C25H36N4O3 (M+) 441.2866, found 441.2869. Starting materials: C(#N)C=1C=C(C=CC1)C=1OC=2C(=NC=CC2)N1 (2-(3-cyanophenyl)oxazolo[4,5-b]pyridine). The reagents and catalysts are O=[Pt]=O (PtO2). Run in C(C)(=O)O (acetic acid). The product is NCC=1C=C(C=CC1)C=1OC=2C(=NC=CC2)N1 (2-[3-(aminomethyl)phenyl]oxazolo[4,5-b]pyridine). As a reaction SMILES: [C:1]([C:3]1[CH:4]=[C:5]([C:9]2[O:10][C:11]3[C:12]([N:17]=2)=[N:13][CH:14]=[CH:15][CH:16]=3)[CH:6]=[CH:7][CH:8]=1)#[N:2]>O=[Pt]=O.C(O)(=O)C>[NH2:2][CH2:1][C:3]1[CH:4]=[C:5]([C:9]2[O:10][C:11]3[C:12]([N:17]=2)=[N:13][CH:14]=[CH:15][CH:16]=3)[CH:6]=[CH:7][CH:8]=1. Procedure: A mixture of 2-(3-cyanophenyl)oxazolo[4,5-b]pyridine (2.2 g., 0.01 m.), 200 ml. of glacial acetic acid and 1.0 g. of PtO2 catalyst is reacted in a 40 p.s.i. hydrogen atmosphere at room temperature until the theoretical amount of hydrogen has been absorbed. The mixture is filtered, the acetic acid removed in vacuo to yield 2-[3-(aminomethyl)phenyl]oxazolo[4,5-b]pyridine. The reagents and catalysts are [I-].[K+] (potassium iodide). As a reaction SMILES: [C:1]1([OH:7])[CH:6]=[CH:5][CH:4]=[CH:3][CH:2]=1.[C:8](=[O:11])([O-])[O-].[K+].[K+].C[CH2:15][O:16]CC.Cl.[CH3:20]N(C)C=O>CC(C)=O.[I-].[K+]>[O:7]([CH2:20][C@H:8]([OH:11])[CH2:15][OH:16])[C:1]1[CH:6]=[CH:5][CH:4]=[CH:3][CH:2]=1 |f:1.2.3,8.9|. Isolated yield 51.0%. Procedure: A mixture of 110 g (0.384 mol) of (R)-2,3-O-isopropylidene-1-O-tuluenesulfonyl-1,2,3-trihydroxypropane (J. J. Baldwin, A. W. Raab, K. Mensler, B. H. Arison, D. E. McClure, J. Org. Chem., 43, 4876 (1978)), 72.3 g (0.768 mol) of phenol, 106.2 g (0.768 mol) of potassium carbonate, and 1.0 g (0.007 mole) of potassium iodide in 400 ml of dry dimethylformamide was heated under nitrogen at 100°-110° for 5 hours. After cooling to room temperature, 600 ml of ether was added, the slurry filtered and the f... The product is O(C1=CC=CC=C1)C[C@@H](CO)O ((R)-1-phenoxy-2,3-dihydroxypropane). Run in CC(=O)C (acetone). Starting materials: (R)-2,3-O-isopropylidene-1-O-tuluenesulfonyl-1,2,3-trihydroxypropane, CCOCC (ether), C1(=CC=CC=C1)O (phenol), C([O-])([O-])=O.[K+].[K+] (potassium carbonate), CN(C=O)C (dimethylformamide), Cl (hydrochloric acid). The reactants are C(C)(C)(C)OC=1C(C(C1NC1=CC(=CC=C1)C(C1=CC=C(C=C1)OC)NCC1=CC(=C(C=C1)F)F)=O)=O (3-t-butoxy-4-{3-[(3,4-difluorobenzylamino)-(4-methoxyphenyl)methyl]phenylamino}-3-cyclobutene-1,2-dione), FC(C(=O)O)(F)F (trifluoroacetic acid). Run in ClCCl (dichloromethane). Run at time 30 minute. Yields the product FC(C(=O)O)(F)F.FC=1C=C(CNC(C=2C=C(C=CC2)NC=2C(C(C2O)=O)=O)C2=CC=C(C=C2)OC)C=CC1F (3-{3-[(3,4-Difluorobenzylamino)-(4-methoxyphenyl)methyl]phenylamino}-4-hydroxy-3-cyclobutene-1,2-dione trifluoroacetate). RXN SMILES: C([O:5][C:6]1[C:7](=[O:37])[C:8](=[O:36])[C:9]=1[NH:10][C:11]1[CH:16]=[CH:15][CH:14]=[C:13]([CH:17]([NH:26][CH2:27][C:28]2[CH:33]=[CH:32][C:31]([F:34])=[C:30]([F:35])[CH:29]=2)[C:18]2[CH:23]=[CH:22][C:21]([O:24][CH3:25])=[CH:20][CH:19]=2)[CH:12]=1)(C)(C)C.[F:38][C:39]([F:44])([F:43])[C:40]([OH:42])=[O:41]>ClCCl>[F:38][C:39]([F:44])([F:43])[C:40]([OH:42])=[O:41].[F:35][C:30]1[CH:29]=[C:28]([CH:33]=[CH:32][C:31]=1[F:34])[CH2:27][NH:26][CH:17]([C:18]1[CH:23]=[CH:22][C:21]([O:24][CH3:25])=[CH:20][CH:19]=1)[C:13]1[CH:12]=[C:11]([NH:10][C:9]2[C:6](=[O:5])[C:7](=[O:37])[C:8]=2[OH:36])[CH:16]=[CH:15][CH:14]=1 |f:3.4|. Procedure details: 1.09 g of 3-t-butoxy-4-{3-[(3,4-difluorobenzylamino)-(4-methoxyphenyl)methyl]phenylamino}-3-cyclobutene-1,2-dione [prepared as described in step (c) above] was dissolved in 30 ml of dichloromethane. 2 ml of trifluoroacetic acid were added to the resulting solution. The mixture was stirred at room temperature for 30 minutes, and then the solvent was distilled off under reduced pressure. Toluene was added to the residue, followed by azeotropic distillation twice. The resulting white solid was susp... The reactants are C1CCOC1, CCCCC(=O)c1c(-c2ccc3c(C)c(OC(Cc4ccccc4)C(=O)OCC)ccc3c2)oc2ccccc12, [K+], [OH-], O. The product is CCCCC(=O)c1c(-c2ccc3c(C)c(OC(Cc4ccccc4)C(=O)O)ccc3c2)oc2ccccc12. RXN SMILES: [CH2:43]1[O:44][CH2:45][CH2:46][CH2:47]1.[CH3:1][c:2]1[c:3]([O:27][CH:28]([C:29](=[O:30])[O:31][CH2:32][CH3:33])[CH2:34][c:35]2[cH:36][cH:37][cH:38][cH:39][cH:40]2)[cH:4][cH:5][c:6]2[cH:7][c:8](-[c:12]3[o:13][c:14]4[c:15]([c:16]3[C:17]([CH2:18][CH2:19][CH2:20][CH3:21])=[O:22])[cH:23][cH:24][cH:25][cH:26]4)[cH:9][cH:10][c:11]12.[K+:42].[OH-:41].[OH2:48]>>[CH3:1][c:2]1[c:3]([O:27][CH:28]([C:29](=[O:30])[OH:31])[CH2:34][c:35]2[cH:36][cH:37][cH:38][cH:39][cH:40]2)[cH:4][cH:5][c:6]2[cH:7][c:8](-[c:12]3[o:13][c:14]4[c:15]([c:16]3[C:17]([CH2:18][CH2:19][CH2:20][CH3:21])=[O:22])[cH:23][cH:24][cH:25][cH:26]4)[cH:9][cH:10][c:11]12. The reactants are ClCCCN1CCC(CC1)C(NC1=CC=C(C=C1)F)C1=CC=C(C=C1)F (1-(3-chloropropyl)-N,α-bis(4-fluorophenyl)-4-piperidinemethanamine), NC1=NC=CC=N1 (2-aminopyrimidine), C([O-])(O)=O.[Na+] (sodium bicarbonate). Run in C(CCC)O (1-butanol). The product is FC1=CC=C(C=C1)C(C1CCN(CC1)CCCNC1=NC=CC=N1)NC1=CC=C(C=C1)F (N-[3-[4-[(4-Fluorophenyl)[(4-fluorophenyl)amino]methyl]-1-piperidinyl]propyl]-2-pyrimidinamine). As a reaction SMILES: Cl[CH2:2][CH2:3][CH2:4][N:5]1[CH2:10][CH2:9][CH:8]([CH:11]([C:20]2[CH:25]=[CH:24][C:23]([F:26])=[CH:22][CH:21]=2)[NH:12][C:13]2[CH:18]=[CH:17][C:16]([F:19])=[CH:15][CH:14]=2)[CH2:7][CH2:6]1.[NH2:27][C:28]1[N:33]=[CH:32][CH:31]=[CH:30][N:29]=1.C(=O)(O)[O-].[Na+]>C(O)CCC>[F:26][C:23]1[CH:24]=[CH:25][C:20]([CH:11]([NH:12][C:13]2[CH:18]=[CH:17][C:16]([F:19])=[CH:15][CH:14]=2)[CH:8]2[CH2:9][CH2:10][N:5]([CH2:4][CH2:3][CH2:2][NH:27][C:28]3[N:33]=[CH:32][CH:31]=[CH:30][N:29]=3)[CH2:6][CH2:7]2)=[CH:21][CH:22]=1 |f:2.3|. Procedure details: A mixture of equivalent amounts of 1-(3-chloropropyl)-N,α-bis(4-fluorophenyl)-4-piperidinemethanamine, 2-aminopyrimidine, and sodium bicarbonate in 1-butanol is heated at reflux temperature until the reaction is complete. The solvent is removed and the residual material partitioned between water and methylene chloride. The methylene chloride layer is dried and concentrated to obtain the title compound.